This data is from the Open Reaction Database (ORD), a public repository of structured organic reaction records. The task is: describe an organic reaction: reactants, conditions, products, and yield The reactants are C(C1=CC=CC=C1)N1CCC(CC1)NC(=O)C1=C(C(=CC=C1)F)NC(OC(C)(C)C)=O (tert-butyl 2-(1-benzylpiperidin-4-ylcarbamoyl)-6-fluorophenylcarbamate), FC(C(=O)O)(F)F (trifluoroacetic acid). Run in ClCCl (dichloromethane). Reaction conditions: time 8 hour. The product is NC1=C(C(=O)NC2CCN(CC2)CC2=CC=CC=C2)C=CC=C1F (2-Amino-N-(1-benzylpiperidin-4-yl)-3-fluorobenzamide). Reaction SMILES: [CH2:1]([N:8]1[CH2:13][CH2:12][CH:11]([NH:14][C:15]([C:17]2[CH:22]=[CH:21][CH:20]=[C:19]([F:23])[C:18]=2[NH:24]C(=O)OC(C)(C)C)=[O:16])[CH2:10][CH2:9]1)[C:2]1[CH:7]=[CH:6][CH:5]=[CH:4][CH:3]=1.FC(F)(F)C(O)=O>ClCCl>[NH2:24][C:18]1[C:19]([F:23])=[CH:20][CH:21]=[CH:22][C:17]=1[C:15]([NH:14][CH:11]1[CH2:12][CH2:13][N:8]([CH2:1][C:2]2[CH:7]=[CH:6][CH:5]=[CH:4][CH:3]=2)[CH2:9][CH2:10]1)=[O:16]. Reported procedure: To a solution of tert-butyl 2-(1-benzylpiperidin-4-ylcarbamoyl)-6-fluorophenylcarbamate (67.0 g, 157 mmol) in dichloromethane (700 mL) at 0° C. was added trifluoroacetic acid (100 mL). The ice bath was removed and the reaction stirred at room temperature overnight. The reaction was concentrated and partitioned between ethyl acetate and saturated sodium bicarbonate. The aqueous was extracted with ethyl acetate (2×), which were washed with water (3×), then brine, dried over magnesium sulfate, and ... Reactants: CCOC(=O)CO, CCCCP(CCCC)CCCC, C1CCOC1, COc1ccc(NC2=C(c3ccccc3)C(=O)NC2=O)cc1, CC#N, N#N, O=C(N=NC(=O)N1CCCCC1)N1CCCCC1, O. Product: CCOC(=O)CN1C(=O)C(Nc2ccc(OC)cc2)=C(c2ccccc2)C1=O. As a reaction SMILES: [C:25]([CH2:26][OH:27])(=[O:28])[O:29][CH2:30][CH3:31].[CH2:32]([P:33]([CH2:34][CH2:35][CH2:36][CH3:37])[CH2:38][CH2:39][CH2:40][CH3:41])[CH2:42][CH2:43][CH3:44].[CH2:63]1[O:64][CH2:65][CH2:66][CH2:67]1.[CH3:1][O:2][c:3]1[cH:4][cH:5][c:6]([NH:9][C:10]2=[C:14]([c:15]3[cH:16][cH:17][cH:18][cH:19][cH:20]3)[C:13](=[O:21])[NH:12][C:11]2=[O:22])[cH:7][cH:8]1.[CH3:68][C:69]#[N:70].[N:23]#[N:24].[N:45]([C:46]([N:47]1[CH2:48][CH2:49][CH2:50][CH2:51][CH2:52]1)=[O:53])=[N:54][C:55]([N:56]1[CH2:57][CH2:58][CH2:59][CH2:60][CH2:61]1)=[O:62].[OH2:71]>>[CH3:1][O:2][c:3]1[cH:4][cH:5][c:6]([NH:9][C:10]2=[C:14]([c:15]3[cH:16][cH:17][cH:18][cH:19][cH:20]3)[C:13](=[O:21])[N:12]([CH2:26][C:25](=[O:28])[O:29][CH2:30][CH3:31])[C:11]2=[O:22])[cH:7][cH:8]1.